From a dataset of the Open Reaction Database (ORD), a public repository of structured organic reaction records. describe an organic reaction: reactants, conditions, products, and yield Starting materials: N1(N=CC=C1)C1=CC=CC(=N1)C(=O)OC (methyl 6-(1H-pyrazol-1-yl)picolinate), [BH4-].[Na+] (NaBH4). The solvent is CCO (EtOH). Run at time 16 hour. Product: N1(N=CC=C1)C1=CC=CC(=N1)CO ((6-(1H-pyrazol-1-yl)pyridin-2-yl)methanol). Reaction SMILES: [N:1]1([C:6]2[N:11]=[C:10]([C:12](OC)=[O:13])[CH:9]=[CH:8][CH:7]=2)[CH:5]=[CH:4][CH:3]=[N:2]1.[BH4-].[Na+]>CCO>[N:1]1([C:6]2[N:11]=[C:10]([CH2:12][OH:13])[CH:9]=[CH:8][CH:7]=2)[CH:5]=[CH:4][CH:3]=[N:2]1 |f:1.2|. Procedure: A solution of methyl 6-(1H-pyrazol-1-yl)picolinate (476 mg; 2.34 mmol) in anh. EtOH (10 ml) was treated with NaBH4 (443 mg; 11.71 mmol), and the resulting mixture was stirred at rt, under nitrogen, for 16 h. After concentration to dryness under reduced pressure, the resulting residue was treated with water, and extracted with DCM. The organic layer was then dried over anh. MgSO4, filtered, and concentrated to dryness under reduced pressure. Purification by FC (DCM/MeOH=20/1) afforded (6-(1H-pyra... The reactants are [OH-].[K+] (potassium hydroxide), FC1=C(C=O)C=CC(=C1)F (2,4-difluorobenzaldehyde), C(CC)(=O)OC(CC)=O (propionic anhydride), C(CC)(=O)[O-].[Na+] (sodium propionate). Run in O (water). Reaction conditions: temperature 137.5 celsius. The product is FC1=C(C=C(C(=O)O)C)C=CC(=C1)F (2,4-difluoro-α-methylcinnamic acid). Reaction SMILES: [F:1][C:2]1[CH:9]=[C:8]([F:10])[CH:7]=[CH:6][C:3]=1[CH:4]=O.[C:11]([O:15]C(=O)CC)(=[O:14])[CH2:12][CH3:13].C([O-])(=O)CC.[Na+].[OH-].[K+]>O>[F:1][C:2]1[CH:9]=[C:8]([F:10])[CH:7]=[CH:6][C:3]=1[CH:4]=[C:12]([CH3:13])[C:11]([OH:15])=[O:14] |f:2.3,4.5|. Procedure: A 500 ml, three-necked flask is fitted with a reflux condenser, drying tube, stirrer and N2 inlet. To a mixture of 55.4 g (0.39 mol) of 2,4-difluorobenzaldehyde and 56 ml of propionic anhydride is added 38 g (0.39 mol) of sodium propionate. The reaction mixture is heated at 135-140° C. (oil bath temp.) for 19 hours with stirring under nitrogen. The still warm solution is poured into 1 l of water with stirring. A solid separates, which is dissolved by 56 g of potassium hydroxide. The solution is ... The reactants are CCC1(OS(C)(=O)=O)CN(C(c2ccccc2)c2ccccc2)C1, CNC, CC(C)O. Yields the product CCC1(N(C)C)CN(C(c2ccccc2)c2ccccc2)C1. Reaction SMILES: [CH3:1][S:2]([O:3][C:6]1([CH2:23][CH3:24])[CH2:7][N:8]([CH:10]([c:11]2[cH:12][cH:13][cH:14][cH:15][cH:16]2)[c:17]2[cH:18][cH:19][cH:20][cH:21][cH:22]2)[CH2:9]1)(=[O:4])=[O:5].[CH3:25][NH:26][CH3:27].[CH:28]([OH:29])([CH3:30])[CH3:31]>>[C:6]1([CH2:23][CH3:24])([N:26]([CH3:25])[CH3:27])[CH2:7][N:8]([CH:10]([c:11]2[cH:12][cH:13][cH:14][cH:15][cH:16]2)[c:17]2[cH:18][cH:19][cH:20][cH:21][cH:22]2)[CH2:9]1. Starting materials: CC1C(CCC(=C1)C)C=O (2,4-dimethyl-3-cyclohexene-carboxaldehyde), Cl (hydrochloric acid), ClC(C)C (2-chloropropane), [Mg] (magnesium). The solvent is CCOCC (ether), CCOCC (ether), CCOCC (ether), CCOCC (ether). Reaction conditions: temperature 0 celsius. The product is C(C)(C)[Mg]Cl (isopropyl magnesium chloride), CC1C(CCC(=C1)C)C=O (2,4-dimethyl-3-cyclo-hexenecarboxaldehyde). RXN SMILES: Cl[CH:2]([CH3:4])[CH3:3].[Mg:5].[CH3:6][CH:7]1[CH:12]=[C:11]([CH3:13])[CH2:10][CH2:9][CH:8]1[CH:14]=[O:15].[ClH:16]>CCOCC>[CH:2]([Mg:5][Cl:16])([CH3:4])[CH3:3].[CH3:6][CH:7]1[CH:12]=[C:11]([CH3:13])[CH2:10][CH2:9][CH:8]1[CH:14]=[O:15]. Procedure: A solution of isopropyl magnesium chloride in ether is prepared by dropwise adding a solution of 164 grams (2.1 moles) of 2-chloropropane in 200 ml of ether to a stirred slurry of 50 grams (2.1 moles) of magnesium in 500 ml of ether at reflux under nitrogen. The resulting solution is stirred at reflux for 30 minutes. A solution of 164 grams (2 moles) of 2,4-dimethyl-3-cyclohexene-carboxaldehyde in 200 ml of ether is added over a 45-minute period to the reaction mixture at reflux under nitrogen. ...